The task is: describe an organic reaction: reactants, conditions, products, and yield. This data is from the Open Reaction Database (ORD), a public repository of structured organic reaction records. Reactants: C1CCNCC1, O=C(O)c1cc(S(=O)(=O)Cl)c(Cl)cc1Cl, [Na+], [OH-], O. The product is O=C(O)c1cc(S(=O)(=O)N2CCCCC2)c(Cl)cc1Cl. As a reaction SMILES: [CH2:1]1[CH2:2][CH2:3][NH:4][CH2:5][CH2:6]1.[Cl:7][c:8]1[c:9]([C:10](=[O:11])[OH:12])[cH:13][c:14]([S:18](=[O:19])(=[O:20])[Cl:21])[c:15]([Cl:17])[cH:16]1.[Na+:23].[OH-:22].[OH2:24]>>[CH2:1]1[CH2:2][CH2:3][N:4]([S:18]([c:14]2[cH:13][c:9]([C:10](=[O:11])[OH:12])[c:8]([Cl:7])[cH:16][c:15]2[Cl:17])(=[O:19])=[O:20])[CH2:5][CH2:6]1.